This data is from the Open Reaction Database (ORD), a public repository of structured organic reaction records. The task is: describe an organic reaction: reactants, conditions, products, and yield Reactants: C(C)(C)(C)OC(=O)N1C(=CC2=CC=C(C=C12)CO)C1=C(N=NC(=C1)C1=CC=NC=C1)OC (6-Hydroxymethyl-2-(3-methoxy-6-pyridin-4-yl-pyridazin-4-yl)-indole-1-car-boxylic acid tert-butyl ester), ClCCl (dichloromethane), ClCCl (dichloromethane). The reagents and catalysts are [O-2].[Mn+4].[O-2] (manganese (IV) oxide), [O-2].[Mn+4].[O-2] (manganese (IV) oxide). Product: C(C)(C)(C)OC(=O)N1C(=CC2=CC=C(C=C12)C=O)C1=C(N=NC(=C1)Cl)OC (2-(6-Chloro-3-methoxy-pyridazin-4-yl)-6-formyl-indole-1-carboxylic acid tert-butyl ester). The yield is 100.0%. As a reaction SMILES: [C:1]([O:5][C:6]([N:8]1[C:16]2[C:11](=[CH:12][CH:13]=[C:14]([CH2:17][OH:18])[CH:15]=2)[CH:10]=[C:9]1[C:19]1[CH:24]=[C:23](C2C=CN=CC=2)[N:22]=[N:21][C:20]=1[O:31][CH3:32])=[O:7])([CH3:4])([CH3:3])[CH3:2].[Cl:33]CCl>[O-2].[Mn+4].[O-2]>[C:1]([O:5][C:6]([N:8]1[C:16]2[C:11](=[CH:12][CH:13]=[C:14]([CH:17]=[O:18])[CH:15]=2)[CH:10]=[C:9]1[C:19]1[CH:24]=[C:23]([Cl:33])[N:22]=[N:21][C:20]=1[O:31][CH3:32])=[O:7])([CH3:4])([CH3:3])[CH3:2] |f:2.3.4|. Reported procedure: 2.7 g 6-Hydroxymethyl-2-(3-methoxy-6-pyridin-4-yl-pyridazin-4-yl)-indole-1-car-boxylic acid tert-butyl ester is dissolved in 80 mL dichloromethane. After addition of 3.61 g activated manganese (IV) oxide the reaction mixture is heated to reflux for 1 hour. Then every two hours additional manganese (IV) oxide is added until the conversion is complete. The reaction mixture is diluted with dichloromethane and filtered over celite. 2.68 g (100%) crude product is obtained, which is directly used in t...